This data is from the Open Reaction Database (ORD), a public repository of structured organic reaction records. The task is: describe an organic reaction: reactants, conditions, products, and yield Reactants: ClC=1C=C(C(=O)O)C=C(C1)F (3-Chloro-5-fluorobenzoic acid), C(C(=O)Cl)(=O)Cl (oxalyl chloride). The solvent is CN(C=O)C (N,N-dimethylformamide). Run at time 2.5 hour. Product: ClC=1C=C(C(=O)Cl)C=C(C1)F (3-chloro-5-fluorobenzoyl chloride). Reaction SMILES: [Cl:1][C:2]1[CH:3]=[C:4]([CH:8]=[C:9]([F:11])[CH:10]=1)[C:5](O)=[O:6].C(Cl)(=O)C([Cl:15])=O>CN(C)C=O>[Cl:1][C:2]1[CH:3]=[C:4]([CH:8]=[C:9]([F:11])[CH:10]=1)[C:5]([Cl:15])=[O:6]. Procedure: 3-Chloro-5-fluorobenzoic acid (400 mg, 2.3 mmol) was treated with a solution of oxalyl chloride (4.6 mL of 2.5 M in dichloromethane, 11.5 mmol) and a catalytic amount of N,N-dimethylformamide. The reaction was stirred at ambient temperature for 2.5 hours. The excess oxalyl chloride was removed in vacuo to afford 3-chloro-5-fluorobenzoyl chloride. Reactants: NC=1C=C2C=3CC(CCC3NC2=CC1)N(C)C (6-amino-3-(dimethyl)amino-1,2,3,4-tetrahydro-9H-carbazole), CC=1C=C(C(=O)Cl)C=CC1 (3-methylbenzoyl chloride). Product: CC=1C=C(C(=O)NC=2C=C3C=4CC(CCC4NC3=CC2)N(C)C)C=CC1 (6-(3-methylbenzoyl)amino-3-(dimethyl)amino-1,2,3,4-tetrahydro-9H-carbazole). The yield is 77.0%. As a reaction SMILES: [NH2:1][C:2]1[CH:3]=[C:4]2[C:12](=[CH:13][CH:14]=1)[NH:11][C:10]1[CH2:9][CH2:8][CH:7]([N:15]([CH3:17])[CH3:16])[CH2:6][C:5]2=1.[CH3:18][C:19]1[CH:20]=[C:21]([CH:25]=[CH:26][CH:27]=1)[C:22](Cl)=[O:23]>>[CH3:18][C:19]1[CH:20]=[C:21]([CH:25]=[CH:26][CH:27]=1)[C:22]([NH:1][C:2]1[CH:3]=[C:4]2[C:12](=[CH:13][CH:14]=1)[NH:11][C:10]1[CH2:9][CH2:8][CH:7]([N:15]([CH3:17])[CH3:16])[CH2:6][C:5]2=1)=[O:23]. Reported procedure: Beginning with 10.4 mg (0.046 mMol) 6-amino-3-(dimethyl)amino-1,2,3,4-tetrahydro-9H-carbazole and 8.9 μL (0.051 mMol) 3-methylbenzoyl chloride, 12.3 mg (77%) of the title compound were recovered as a beige solid. Reactants: O=C(O)C1CCC1, Cl, CN(C(=O)N(C)C1CN(C(=O)C2CCC(N)CC2)CC1c1ccc(F)cc1)c1cc(C(F)(F)F)cc(C(F)(F)F)c1. The product is CN(C(=O)N(C)C1CN(C(=O)C2CCC(NC(=O)C3CCC3)CC2)CC1c1ccc(F)cc1)c1cc(C(F)(F)F)cc(C(F)(F)F)c1. As a reaction SMILES: [CH:43]1([C:47](=[O:48])[OH:49])[CH2:44][CH2:45][CH2:46]1.[ClH:1].[NH2:2][CH:3]1[CH2:4][CH2:5][CH:6]([C:9](=[O:10])[N:11]2[CH2:12][CH:13]([N:23]([C:24](=[O:25])[N:26]([CH3:27])[c:28]3[cH:29][c:30]([C:38]([F:39])([F:40])[F:41])[cH:31][c:32]([C:34]([F:35])([F:36])[F:37])[cH:33]3)[CH3:42])[CH:14]([c:16]3[cH:17][cH:18][c:19]([F:22])[cH:20][cH:21]3)[CH2:15]2)[CH2:7][CH2:8]1>>[NH:2]([CH:3]1[CH2:4][CH2:5][CH:6]([C:9](=[O:10])[N:11]2[CH2:12][CH:13]([N:23]([C:24](=[O:25])[N:26]([CH3:27])[c:28]3[cH:29][c:30]([C:38]([F:39])([F:40])[F:41])[cH:31][c:32]([C:34]([F:35])([F:36])[F:37])[cH:33]3)[CH3:42])[CH:14]([c:16]3[cH:17][cH:18][c:19]([F:22])[cH:20][cH:21]3)[CH2:15]2)[CH2:7][CH2:8]1)[C:47]([CH:43]1[CH2:44][CH2:45][CH2:46]1)=[O:48]. Starting materials: CS(=O)(=O)Cl (Methanesulfonylchloride), C[Si](CCCO)(C)C (3-(trimethylsilyl)-1-propanol). The solvent is ClCCl (dichloromethane). Run at time 45 minute. Product: C[Si](CCCO)(C)C (3-(trimethylsilyl)-1-propanol), CS(=O)(=O)[O-] (methanesulfonate). Reaction SMILES: [CH3:1][S:2](Cl)(=[O:4])=[O:3].[CH3:6][Si:7]([CH3:13])([CH3:12])[CH2:8][CH2:9][CH2:10][OH:11]>ClCCl>[CH3:6][Si:7]([CH3:13])([CH3:12])[CH2:8][CH2:9][CH2:10][OH:11].[CH3:1][S:2]([O-:4])(=[O:11])=[O:3]. Procedure: Methanesulfonylchloride (0.73 ml, 9 mmol) was added dropwise to a solution of 3-(trimethylsilyl)-1-propanol (1.2 ml, 7.56 mmol) cooled at 0° C. in 20 ml of dichloromethane. After 45 minutes stirring, the reaction mixture was partitioned between water and dichloromethane, the organic phase was separated, the solvent was evaporated under reduced pressure to afford the expected 3-(trimethylsilyl)-1-propanol, methanesulfonate in crude quantitative yield.